From a dataset of the Open Reaction Database (ORD), a public repository of structured organic reaction records. describe an organic reaction: reactants, conditions, products, and yield Starting materials: C(C=C)OC(CCC\C=C/C[C@H]1[C@@H]([C@H](C[C@H]1OC1OCCCC1)OC1OCCCC1)COC(NCC1=CC(=CC=C1)Cl)=S)=O ((Z)-7-[(1S,2R,3S,5R)-2-(3-Chlorobenzylthiocarbamoyloxymethyl)-3,5-bis-(tetrahydropyran-2-yloxy)cyclopentyl]hept-5-enoic acid allyl ester), [OH-].[Li+] (lithium hydroxide). Run in C1CCOC1.O (THF H2O). The product is ClC=1C=C(CNC(=S)OC[C@H]2[C@@H]([C@@H](C[C@@H]2OC2OCCCC2)OC2OCCCC2)C\C=C/CCCC(=O)O)C=CC1 ((Z)-7-[(1S,2R,3S,5R)-2-(3-Chlorobenzylthiocarbamoyloxymethyl)-3,5-bis-(tetrahydropyran-2-yloxy)cyclopentyl] hept-5-enoic acid). The yield is 72.6%. Reaction SMILES: C([O:4][C:5](=[O:44])[CH2:6][CH2:7][CH2:8]/[CH:9]=[CH:10]\[CH2:11][C@@H:12]1[C@H:16]([O:17][CH:18]2[CH2:23][CH2:22][CH2:21][CH2:20][O:19]2)[CH2:15][C@H:14]([O:24][CH:25]2[CH2:30][CH2:29][CH2:28][CH2:27][O:26]2)[C@H:13]1[CH2:31][O:32][C:33](=[S:43])[NH:34][CH2:35][C:36]1[CH:41]=[CH:40][CH:39]=[C:38]([Cl:42])[CH:37]=1)C=C.[OH-].[Li+]>C1COCC1.O>[Cl:42][C:38]1[CH:37]=[C:36]([CH:41]=[CH:40][CH:39]=1)[CH2:35][NH:34][C:33]([O:32][CH2:31][C@@H:13]1[C@@H:14]([O:24][CH:25]2[CH2:30][CH2:29][CH2:28][CH2:27][O:26]2)[CH2:15][C@@H:16]([O:17][CH:18]2[CH2:23][CH2:22][CH2:21][CH2:20][O:19]2)[C@H:12]1[CH2:11]/[CH:10]=[CH:9]\[CH2:8][CH2:7][CH2:6][C:5]([OH:44])=[O:4])=[S:43] |f:1.2,3.4|. Reported procedure: A solution of ester 6 (614 mg, 0.97 mmol) and lithium hydroxide (62 mg, 1.5 mmol) in THF/H2O (1:1, 20 mL) was stirred at 23° C. for 72 h. The mixture was acidified with 1N HC1 and extracted with EtOAc. The organic portion was washed with brine, dried (Na2SO4), filtered and concentrated in vacuo to give 430 mg of the above titled compound. The reactants are [H-].[Na+] (sodium hydride), C(C)OC1=CC2=C(NC(N2CCN(C(C)C)C(C)C)=O)C=C1 (5-ethoxy-1,3-dihydro-3-[2-(N,N-diisopropylamino)ethyl]-2H-benzimidazol-2-one), COC1=C(C=CC(=C1)OC)S(=O)(=O)Cl (2,4-dimethoxybenzenesulfonyl chloride). Solvent: C1CCOC1 (THF). Run at time 30 minute. The product is C(C)OC1=CC2=C(N(C(N2CCN(C(C)C)C(C)C)=O)S(=O)(=O)C2=C(C=C(C=C2)OC)OC)C=C1 (5-Ethoxy-1,3-dihydro-3-[2-(N,N-diisopropylamino)ethyl]-1-(2,4-dimethoxybenzenesulfonyl)-2H-benzimidazol-2-one). The yield is 84.6%. RXN SMILES: [H-].[Na+].[CH2:3]([O:5][C:6]1[CH:24]=[CH:23][C:9]2[NH:10][C:11](=[O:22])[N:12]([CH2:13][CH2:14][N:15]([CH:19]([CH3:21])[CH3:20])[CH:16]([CH3:18])[CH3:17])[C:8]=2[CH:7]=1)[CH3:4].[CH3:25][O:26][C:27]1[CH:32]=[C:31]([O:33][CH3:34])[CH:30]=[CH:29][C:28]=1[S:35](Cl)(=[O:37])=[O:36]>C1COCC1>[CH2:3]([O:5][C:6]1[CH:24]=[CH:23][C:9]2[N:10]([S:35]([C:28]3[CH:29]=[CH:30][C:31]([O:33][CH3:34])=[CH:32][C:27]=3[O:26][CH3:25])(=[O:37])=[O:36])[C:11](=[O:22])[N:12]([CH2:13][CH2:14][N:15]([CH:16]([CH3:18])[CH3:17])[CH:19]([CH3:21])[CH3:20])[C:8]=2[CH:7]=1)[CH3:4] |f:0.1|. Reported procedure: 0.05 g of sodium hydride as a 60% dispersion in oil is added in portions to a solution of 0.5 g of 5-ethoxy-1,3-dihydro-3-[2-(N,N-diisopropylamino)ethyl]-2H-benzimidazol-2-one in 7 ml of THF and the mixture is stirred for 30 minutes at RT. 0.42 g of 2,4-dimethoxybenzenesulfonyl chloride is then added and the mixture is stirred for 1 hour at RT. The solvent is evaporated off under vacuum, the residue is taken up with water, extracted with AcOEt, washed with water and dried over Na2SO4 and the sol... The reactants are C(=C)[Si](O[Si](C)(C)C)(C)C=C (divinyltetramethyldisiloxane), C=CC1=CC=CC=C1 (styrene), C(C)O[SiH](OCC)OCC (triethoxysilane), C(C)(=O)OC(C)=O (acetic anhydride), Teflon, C=CC1=CC=CC=C1 (styrene). The solvent is C1(=CC=CC=C1)C (toluene). Reported procedure: 130 mg Of styrene and 217 mg of triethoxysilane were placed in a glass reaction tube and 0.0015 ml of acetic anhydride was added. Next, 0.0045 ml of a toluene solution of a 0-valent platinum complex of divinyltetramethyldisiloxane (platinum content: 0.04 Wt. %) was added to this mixture. The reaction tube was sealed with Teflon tape and heated for 30 minutes in an oil bath at 50° C. When the tube contents were analyzed by GC-MS following cooling, the conversion rate of styrene was 16% and phenet... Yield: 13.0%. Reaction SMILES: [CH2:1]=[CH:2][C:3]1[CH:8]=[CH:7][CH:6]=[CH:5][CH:4]=1.[CH2:9]([O:11][SiH:12]([O:16][CH2:17][CH3:18])[O:13][CH2:14][CH3:15])[CH3:10].C(OC(=O)C)(=O)C.C([Si](C=C)(C)O[Si](C)(C)C)=C>C1(C)C=CC=CC=1>[CH2:1]([Si:12]([O:16][CH2:17][CH3:18])([O:13][CH2:14][CH3:15])[O:11][CH2:9][CH3:10])[CH2:2][C:3]1[CH:8]=[CH:7][CH:6]=[CH:5][CH:4]=1. The product is C(CC1=CC=CC=C1)[Si](OCC)(OCC)OCC (phenethyltriethoxysilane). Run at temperature 50 celsius. Starting materials: CCOC(=O)C(C(=O)OCC)c1ccc([N+](=O)[O-])cn1, [Na+], [OH-], O=S(=O)(O)O. Product: Cc1ccc([N+](=O)[O-])cn1. Reaction SMILES: [CH2:1]([O:2][C:3](=[O:4])[CH:5]([C:6]([O:7][CH2:8][CH3:9])=[O:10])[c:11]1[n:12][cH:13][c:14]([N+:17](=[O:18])[O-:19])[cH:15][cH:16]1)[CH3:20].[Na+:22].[OH-:21].[S:23](=[O:24])(=[O:25])([OH:26])[OH:27]>>[CH3:5][c:11]1[n:12][cH:13][c:14]([N+:17](=[O:18])[O-:19])[cH:15][cH:16]1.